This data is from the Open Reaction Database (ORD), a public repository of structured organic reaction records. The task is: describe an organic reaction: reactants, conditions, products, and yield The reactants are Cl.N1=C(C=CC=C1)C(Cl)=NO (picolinoyl chloride oxime hydrochloride), Cl.C(C1=CC=NC=C1)(Cl)=NO (isonicotinoyl chloride oxime hydrochloride). Yields the product C(=C)C1CC(=NO1)C1=NC=CC=C1 (2-(5-vinyl-2-isoxazolin-3-yl)pyridine). Reaction SMILES: Cl.[N:2]1[CH:7]=[CH:6][CH:5]=[CH:4][C:3]=1[C:8](=[N:10][OH:11])Cl.Cl.[C:13](=NO)(Cl)[C:14]1C=CN=[CH:16][CH:15]=1>>[CH:14]([CH:15]1[O:11][N:10]=[C:8]([C:3]2[CH:4]=[CH:5][CH:6]=[CH:7][N:2]=2)[CH2:16]1)=[CH2:13] |f:0.1,2.3|. Procedure: By substituting an equimolar amount of picolinoyl chloride oxime hydrochloride for the isonicotinoyl chloride oxime hydrochloride employed in the above example, there is obtained the corresponding 2-(5-vinyl-2-isoxazolin-3-yl)pyridine. The reactants are Cl.COC([C@H](CN)NC(=O)C1=CC=C(C=C1)C1=CC=C(C=C1)C(F)(F)F)=O (3-Amino-(2S)-[(4′-trifluoromethyl-biphenyl-4-carbonyl)-amino]-propionic acid methyl ester hydrochloride), C1(=CC=C(C=C1)C=O)C1=CC=CC=C1 (biphenyl-4-carbaldehyde), C(C)(=O)O[BH-](OC(C)=O)OC(C)=O.[Na+] (sodium triacetoxyborohydride). Product: COC([C@H](CNCC1=CC=C(C=C1)C1=CC=CC=C1)NC(=O)C1=CC=C(C=C1)C1=CC=C(C=C1)C(F)(F)F)=O (3-[(biphenyl-4-ylmethyl)-amino]-(2S)-[(4′-trifluoromethyl-biphenyl-4-carbonyl)-amino]-propionic acid methyl ester). As a reaction SMILES: Cl.[CH3:2][O:3][C:4](=[O:27])[C@@H:5]([NH:8][C:9]([C:11]1[CH:16]=[CH:15][C:14]([C:17]2[CH:22]=[CH:21][C:20]([C:23]([F:26])([F:25])[F:24])=[CH:19][CH:18]=2)=[CH:13][CH:12]=1)=[O:10])[CH2:6][NH2:7].[C:28]1([C:36]2[CH:41]=[CH:40][CH:39]=[CH:38][CH:37]=2)[CH:33]=[CH:32][C:31]([CH:34]=O)=[CH:30][CH:29]=1.C(O[BH-](OC(=O)C)OC(=O)C)(=O)C.[Na+]>>[CH3:2][O:3][C:4](=[O:27])[C@@H:5]([NH:8][C:9]([C:11]1[CH:16]=[CH:15][C:14]([C:17]2[CH:22]=[CH:21][C:20]([C:23]([F:25])([F:24])[F:26])=[CH:19][CH:18]=2)=[CH:13][CH:12]=1)=[O:10])[CH2:6][NH:7][CH2:34][C:31]1[CH:32]=[CH:33][C:28]([C:36]2[CH:37]=[CH:38][CH:39]=[CH:40][CH:41]=2)=[CH:29][CH:30]=1 |f:0.1,3.4|. Procedure details: 3-Amino-(2S)-[(4′-trifluoromethyl-biphenyl-4-carbonyl)-amino]-propionic acid methyl ester hydrochloride (0.200 g, 0.493 mmol) was subjected to reductive amination as per general procedure E with biphenyl-4-carbaldehyde (0.080 g, 0.444 mmol) and sodium triacetoxyborohydride (0.208 g, 0.986 mmol) to yield the 3-[(biphenyl-4-ylmethyl)-amino]-(2S)-[(4′-trifluoromethyl-biphenyl-4-carbonyl)-amino]-propionic acid methyl ester which was further hydrolyzed as per general procedure C to yield 3-[(biphenyl... Yield: 56.0%. Product: C1(CC1)CN1C([C@@H](CCCC1)NC(=O)N1CCC(CC1)N1C(NC2=CC=CC=C2C1)=O)=O (N-[(3R)-1-(Cyclopropylmethyl)-2-oxoazepan-3-yl]-4-(2-oxo-1,4-dihydroquinazolin-3(2H)-yl)piperidine-1-carboxamide). As a reaction SMILES: FC(F)(F)C(O)=O.[CH:8]1([CH2:11][N:12]2[CH2:18][CH2:17][CH2:16][CH2:15][C@@H:14]([NH:19][C:20](=[O:26])OC(C)(C)C)[C:13]2=[O:27])[CH2:10][CH2:9]1.C(N(C(C)C)CC)(C)C.[O:37]=[C:38]1[N:47]([CH:48]2[CH2:53][CH2:52][N:51](C(Cl)=O)[CH2:50][CH2:49]2)[CH2:46][C:45]2[C:40](=[CH:41][CH:42]=[CH:43][CH:44]=2)[NH:39]1>ClCCl.ClCCCl>[CH:8]1([CH2:11][N:12]2[CH2:18][CH2:17][CH2:16][CH2:15][C@@H:14]([NH:19][C:20]([N:51]3[CH2:50][CH2:49][CH:48]([N:47]4[CH2:46][C:45]5[C:40](=[CH:41][CH:42]=[CH:43][CH:44]=5)[NH:39][C:38]4=[O:37])[CH2:53][CH2:52]3)=[O:26])[C:13]2=[O:27])[CH2:9][CH2:10]1. Conditions: time 1 hour. Reactants: C(C)(C)N(CC)C(C)C (Diisopropylethylamine), amine, O=C1NC2=CC=CC=C2CN1C1CCN(CC1)C(=O)Cl (4-(2-oxo-1,4-dihydroquinazolin-3(2H)-yl)piperidine-1-carbonyl chloride), FC(C(=O)O)(F)F (Trifluoroacetic acid), C1(CC1)CN1C([C@@H](CCCC1)NC(OC(C)(C)C)=O)=O (tert-butyl (3R)-1-(cyclopropylmethyl)-2-oxoazepan-3-ylcarbamate). Reported procedure: Trifluoroacetic acid (5 mL) was added to a solution of tert-butyl (3R)-1-(cyclopropylmethyl)-2-oxoazepan-3-ylcarbamate (257 mg, 0.91 mmol) in dichloromethane (10 mL). After 1 h, the mixture was concentrated and azeotroped with dichloromethane (3×) to give the crude amine. Diisopropylethylamine (0.070 mL, 0.40 mmol) was added to a solution of the crude amine (39 mg, 0.13 mmol) and 4-(2-oxo-1,4-dihydroquinazolin-3(2H)-yl)piperidine-1-carbonyl chloride (39 mg, 0.13 mmol) in 1,2-dichloroethane (2 mL... The solvent is ClCCCl (1,2-dichloroethane), ClCCl (dichloromethane).